Dataset: the Open Reaction Database (ORD), a public repository of structured organic reaction records. Task: describe an organic reaction: reactants, conditions, products, and yield Reactants: COC(=O)Cc1csc2cc(OCc3sc(-c4ccc(C(F)(F)F)cc4)nc3C)ccc12, Cc1nc(-c2ccc(C(F)(F)F)cc2)sc1CSc1ccc2oc(C(=O)O)cc2c1. Product: Cc1nc(-c2ccc(C(F)(F)F)cc2)sc1COc1ccc2c(CC(=O)O)csc2c1. As a reaction SMILES: [CH3:1][O:2][C:3]([CH2:4][c:5]1[c:6]2[c:7]([s:8][cH:9]1)[cH:10][c:11]([O:14][CH2:15][c:16]1[c:17]([CH3:31])[n:18][c:19](-[c:21]3[cH:22][cH:23][c:24]([C:27]([F:28])([F:29])[F:30])[cH:25][cH:26]3)[s:20]1)[cH:12][cH:13]2)=[O:32].[CH3:33][c:34]1[n:35][c:36](-[c:37]2[cH:38][cH:39][c:40]([C:41]([F:42])([F:43])[F:44])[cH:45][cH:46]2)[s:47][c:48]1[CH2:49][S:50][c:51]1[cH:52][cH:53][c:54]2[o:55][c:56]([C:57]([OH:58])=[O:59])[cH:60][c:61]2[cH:62]1>>[O:2]=[C:3]([CH2:4][c:5]1[c:6]2[c:7]([s:8][cH:9]1)[cH:10][c:11]([O:14][CH2:15][c:16]1[c:17]([CH3:31])[n:18][c:19](-[c:21]3[cH:22][cH:23][c:24]([C:27]([F:28])([F:29])[F:30])[cH:25][cH:26]3)[s:20]1)[cH:12][cH:13]2)[OH:32]. Starting materials: C(C1=CC=CC=C1)N1CCC(CC1)=O (1-benzyl-4-piperidone), [H][H] (hydrogen), [Cl-].[NH4+] (ammonium chloride), Grignard reagent, [Mg] (magnesium), C(C1=CC=CC=C1)Br (benzyl bromide). The reagents and catalysts are [Pd] (palladium on carbon). The solvent is C(C)OCC (diethyl ether), C(C)O (ethanol), C(C)(=O)O (acetic acid), C(C)OCC (diethyl ether). Yields the product C(C1=CC=CC=C1)C1(CCNCC1)O (4-benzyl-4-hydroxy-piperidine). Reaction SMILES: [Mg].[CH2:2](Br)[C:3]1[CH:8]=[CH:7][CH:6]=[CH:5][CH:4]=1.C([N:17]1[CH2:22][CH2:21][C:20](=[O:23])[CH2:19][CH2:18]1)C1C=CC=CC=1.[Cl-].[NH4+].[H][H]>C(OCC)C.C(O)C.C(O)(=O)C.[Pd]>[CH2:2]([C:20]1([OH:23])[CH2:21][CH2:22][NH:17][CH2:18][CH2:19]1)[C:3]1[CH:8]=[CH:7][CH:6]=[CH:5][CH:4]=1 |f:3.4|. Procedure details: To the Grignard reagent, prepared from 3.6 g of magnesium and 18.9 g of benzyl bromide in 50 ml of diethyl ether, the solution of 18.4 g of 1-benzyl-4-piperidone in 100 ml of diethyl ether is added and the mixture refluxed for one hour. It is decomposed with 30 ml of saturated aqueous ammonium chloride, the ethereal solution separated, dried and evaporated, leaving a thick oil. 26 g thereof are hydrogenated in a mixture of 120 ml of ethanol and 120 ml of acetic acid over 3 g of 10% palladium on ... Reactants: C(C)(C)(C)OC(NC1(CCC1)C1=CC=C(C=C1)C1=NC=2CCNC(C2C=C1C1=CC=CC=C1)=O)=O (tert-butyl(1-(4-(5-oxo-3-phenyl-5,6,7,8-tetrahydro-1,6-naphthyridin-2-yl)phenyl)cyclobutyl)carbamate), COC=1C=CC(=CC1)P2(=S)SP(=S)(S2)C=3C=CC(=CC3)OC (lawesson's reagent). The solvent is C1(=CC=CC=C1)C (toluene). Product: C(C)(C)(C)OC(NC1(CCC1)C1=CC=C(C=C1)C1=NC=2CCNC(C2C=C1C1=CC=CC=C1)=S)=O (tert-butyl(1-(4-(3-phenyl-5-thioxo-5,6,7,8-tetrahydro-1,6-naphthyridin-2-yl)phenyl)cyclobutyl)carbamate). The yield is 101.2%. Reaction SMILES: [C:1]([O:5][C:6](=[O:35])[NH:7][C:8]1([C:12]2[CH:17]=[CH:16][C:15]([C:18]3[C:27]([C:28]4[CH:33]=[CH:32][CH:31]=[CH:30][CH:29]=4)=[CH:26][C:25]4[C:24](=O)[NH:23][CH2:22][CH2:21][C:20]=4[N:19]=3)=[CH:14][CH:13]=2)[CH2:11][CH2:10][CH2:9]1)([CH3:4])([CH3:3])[CH3:2].COC1C=CC(P2(SP(C3C=CC(OC)=CC=3)(=S)S2)=[S:45])=CC=1>C1(C)C=CC=CC=1>[C:1]([O:5][C:6](=[O:35])[NH:7][C:8]1([C:12]2[CH:17]=[CH:16][C:15]([C:18]3[C:27]([C:28]4[CH:33]=[CH:32][CH:31]=[CH:30][CH:29]=4)=[CH:26][C:25]4[C:24](=[S:45])[NH:23][CH2:22][CH2:21][C:20]=4[N:19]=3)=[CH:14][CH:13]=2)[CH2:11][CH2:10][CH2:9]1)([CH3:4])([CH3:3])[CH3:2]. Reported procedure: To a solution of tert-butyl(1-(4-(5-oxo-3-phenyl-5,6,7,8-tetrahydro-1,6-naphthyridin-2-yl)phenyl)cyclobutyl)carbamate (223 mg, 0.47 mmol) in toluene (15 mL) was added lawesson's reagent (192 mg, 0.47 mmol) under nitrogen. The resulting mixture was heated under reflux for 2 h. After cooled down to room temperature, the mixture was concentrated to dryness under reduced pressure. The resulting residue was purified by Biotage silica gel chromatography (gradient 0 to 1% MeOH in dichloromethane) to gi... The reactants are CC1(COP(OC1)(=S)NCC)C (5,5-dimethyl-2-ethylamino-2-thioxo-1,3,2-dioxaphosphorinan), CNC(=O)ON=C(C)SC (methyl N-[[(methylamino)carbonyl]oxy]ethanimidothioate), S(=O)(Cl)Cl (thionyl chloride). Solvent: N1=CC=CC=C1 (pyridine). The product is CC1(COP(OC1)(=S)N(S(=O)CNC(=O)ON=C(C)SC)CC)C (Methyl N-[[[[[(5,5-dimethyl-2-thioxo-1,3,2-dioxaphosphorinan-2-yl)(ethyl)amino]sulfinyl]methylamino]carbonyl]oxy]ethanimidothioate), needles. RXN SMILES: [CH3:1][NH:2][C:3]([O:5][N:6]=[C:7]([S:9][CH3:10])[CH3:8])=[O:4].[S:11](Cl)(Cl)=[O:12].[CH3:15][C:16]1([CH3:26])[CH2:21][O:20][P:19]([NH:23][CH2:24][CH3:25])(=[S:22])[O:18][CH2:17]1>N1C=CC=CC=1>[CH3:15][C:16]1([CH3:26])[CH2:17][O:18][P:19]([N:23]([CH2:24][CH3:25])[S:11]([CH2:1][NH:2][C:3]([O:5][N:6]=[C:7]([S:9][CH3:10])[CH3:8])=[O:4])=[O:12])(=[S:22])[O:20][CH2:21]1. Procedure: Methyl N-[[[[[(5,5-dimethyl-2-thioxo-1,3,2-dioxaphosphorinan-2-yl)(ethyl)amino]sulfinyl]methylamino]carbonyl]oxy]ethanimidothioate was prepared by the procedure employed in Example 9, by reacting methyl N-[[(methylamino)carbonyl]oxy]ethanimidothioate (2.43 g, 0.015 mole), thionyl chloride (1.79 g, 0.015 mole), and 5,5-dimethyl-2-ethylamino-2-thioxo-1,3,2-dioxaphosphorinan (3.14 g, 0.015 mole) in pyridine (10 ml). Recrystallization from chloroform-hexane afforded 2.2 g of needles of the formula b...